The task is: describe an organic reaction: reactants, conditions, products, and yield. This data is from the Open Reaction Database (ORD), a public repository of structured organic reaction records. Reactants: ClC=1C=C(C=C(C1C)Cl)C(C=CC(=O)O)=O (4-(3,5-dichloro-4-methylphenyl)-4-oxo-2-butenoic acid), C([S-])(OCC)=S.[K+] (potassium O-ethyl dithiocarbonate), Cl (hydrochloric acid). Solvent: O (water). Reaction conditions: time 3 hour. Yields the product ClC=1C=C(C=C(C1C)Cl)C(C=C(C(=O)O)SC(=S)OCC)=O (4-(3,5-dichloro-4-methylphenyl)-2-ethoxythiocarbonylthio-4-oxobutenoic acid). The yield is 94.9%. RXN SMILES: [Cl:1][C:2]1[CH:3]=[C:4]([C:10](=[O:16])[CH:11]=[CH:12][C:13]([OH:15])=[O:14])[CH:5]=[C:6]([Cl:9])[C:7]=1[CH3:8].[C:17](=[S:22])([O:19][CH2:20][CH3:21])[S-:18].[K+].Cl>O>[Cl:1][C:2]1[CH:3]=[C:4]([C:10](=[O:16])[CH:11]=[C:12]([S:22][C:17]([O:19][CH2:20][CH3:21])=[S:18])[C:13]([OH:15])=[O:14])[CH:5]=[C:6]([Cl:9])[C:7]=1[CH3:8] |f:1.2|. Procedure: A suspension of 2.59 g (0.01 mole) of 4-(3,5-dichloro-4-methylphenyl)-4-oxo-2-butenoic acid and 1.60 g (0.01 mole) of potassium O-ethyl dithiocarbonate in 40 ml of water was stirred at room temperature for 3 hours. At the end of this time, the mixture was ice-cooled, acidified by the addition of concentrated hydrochloric acid and then extracted with diethyl ether. The extract was subjected to column chromatography through silica gel, to give 3.60 g (yield 94.5%) of the desired 4-(3,5-dichloro-4-... Reactants: CCOC(C)=O, CCO, Cc1cc([N+](=O)[O-])c(O)cc1C#N. Product: Cc1cc(N)c(O)cc1C#N. RXN SMILES: [CH3:14][CH2:15][O:16][C:17]([CH3:18])=[O:19].[CH3:20][CH2:21][OH:22].[OH:1][c:2]1[c:3]([N+:11]([O-:12])=[O:13])[cH:4][c:5]([CH3:10])[c:6]([C:7]#[N:8])[cH:9]1>>[OH:1][c:2]1[c:3]([NH2:11])[cH:4][c:5]([CH3:10])[c:6]([C:7]#[N:8])[cH:9]1. The reactants are C(#N)C1=CC2=C(N(C([C@H]([C@@H](N2C(=O)C2CCOCC2)C)NC(OC(C)(C)C)=O)=O)C(=O)C2CCOCC2)C=C1 (tert-butyl(3S,4S)-7-cyano-4-methyl-2-oxo-1,5-bis(tetrahydro-2H-pyran-4-carbonyl)-2,3,4,5-tetrahydro-1H-benzo[b][1,4]diazepin-3-ylcarbamate), [OH-].[Na+] (sodium hydroxide). The solvent is CCOC(=O)C (EtOAc), CO (MeOH). Conditions: time 30 minute. Product: C(#N)C=1C=CC2=C(N([C@H]([C@@H](C(N2)=O)NC(OC(C)(C)C)=O)C)C(=O)C2CCOCC2)C1 (tert-butyl(2S,3S)-8-cyano-2-methyl-4-oxo-1-(tetrahydro-2H-pyran-4-carbonyl)-2,3,4,5-tetrahydro-1H-benzo[b][1,4]diazepin-3-ylcarbamate). Yield: 51.5%. As a reaction SMILES: [C:1]([C:3]1[CH:39]=[CH:38][C:6]2[N:7](C(C3CCOCC3)=O)[C:8](=[O:29])[C@@H:9]([NH:21][C:22](=[O:28])[O:23][C:24]([CH3:27])([CH3:26])[CH3:25])[C@H:10]([CH3:20])[N:11]([C:12]([CH:14]3[CH2:19][CH2:18][O:17][CH2:16][CH2:15]3)=[O:13])[C:5]=2[CH:4]=1)#[N:2].[OH-].[Na+]>CO.CCOC(C)=O>[C:1]([C:3]1[CH:39]=[CH:38][C:6]2[NH:7][C:8](=[O:29])[C@@H:9]([NH:21][C:22](=[O:28])[O:23][C:24]([CH3:27])([CH3:25])[CH3:26])[C@H:10]([CH3:20])[N:11]([C:12]([CH:14]3[CH2:19][CH2:18][O:17][CH2:16][CH2:15]3)=[O:13])[C:5]=2[CH:4]=1)#[N:2] |f:1.2|. Reported procedure: To a rt solution of tert-butyl(3S,4S)-7-cyano-4-methyl-2-oxo-1,5-bis(tetrahydro-2H-pyran-4-carbonyl)-2,3,4,5-tetrahydro-1H-benzo[b][1,4]diazepin-3-ylcarbamate (0.707 g, 1.31 mmol) in MeOH (13.1 ml) was added 1 M aq. sodium hydroxide (1.44 ml, 1.44 mmol), dropwise. The reaction was stirred for 30 min, then diluted with EtOAc, washed with H2O and sat. aq. NaCl, dried over Na2SO4, filtered, and concentrated. The crude material was purified by flash chromatography to provide tert-butyl(2S,3S)-8-cyan... Starting materials: C(C1=CC=CC=C1)OC(=O)N1[C@H](CCC1)C(=O)C1=CNC2=CC=C(C=C12)N(CC1=CC=CC=C1)CC1=CC=CC=C1 ((R)-3 -(N-Benzyloxycarbonylpyrrolidin-2-ylcarbonyl)-5-dibenzylamino-1H-indole), C(Cl)Cl.CO.[OH-].[NH4+] (methylene chloride methanol ammonium hydroxide). The product is C(C1=CC=CC=C1)N(C=1C=C2C(=CNC2=CC1)C[C@@H]1N(CCC1)C)CC1=CC=CC=C1 ((R)-5-Dibenzylamino-3-(N-methylpyrrolidin-2-ylmethyl)-1H-indole). Reaction SMILES: C(O[C:9]([N:11]1[CH2:15][CH2:14][CH2:13][C@@H:12]1[C:16]([C:18]1[C:26]2[C:21](=[CH:22][CH:23]=[C:24]([N:27]([CH2:35][C:36]3[CH:41]=[CH:40][CH:39]=[CH:38][CH:37]=3)[CH2:28][C:29]3[CH:34]=[CH:33][CH:32]=[CH:31][CH:30]=3)[CH:25]=2)[NH:20][CH:19]=1)=O)=O)C1C=CC=CC=1.C(Cl)Cl.CO.[OH-].[NH4+]>>[CH2:35]([N:27]([CH2:28][C:29]1[CH:34]=[CH:33][CH:32]=[CH:31][CH:30]=1)[C:24]1[CH:25]=[C:26]2[C:21](=[CH:22][CH:23]=1)[NH:20][CH:19]=[C:18]2[CH2:16][C@H:12]1[CH2:13][CH2:14][CH2:15][N:11]1[CH3:9])[C:36]1[CH:37]=[CH:38][CH:39]=[CH:40][CH:41]=1 |f:1.2.3.4|. Procedure details: (R)-3 -(N-Benzyloxycarbonylpyrrolidin-2-ylcarbonyl)-5-dibenzylamino-1H-indole was used. Column chromatography using solution with methylene chloride/methanol/ammonium hydroxide [9:1:0.1] afforded the title compound as a pale green foam: 1H NMR (CDCl3) δ7.82 (br s, NH), 7.35-7.19 (m, 10H), 7.20 (d, J=8.6 Hz, 1H), 6.95 (d, J=2.1 Hz, 1H), 6.85 (dd, J=2.3 and 8.7 Hz, 1H), 6.80 (d, J=2.2 Hz, 1H), 4.65 (s, 4H), 3.25-3.02 (m, 2H), 2.52 (dd, J=9.5 and 13.9 Hz, 1H), 2.39-2.15 (m, 2H), 2.30 (s, 3H), 1.85-... The product is CC(C)(C)OC(=O)NC1CCC(NC(=O)c2cc(F)cnc2Cl)CC1. As a reaction SMILES: [C:23]([CH3:24])([CH3:25])([CH3:26])[O:27][C:28]([NH:29][CH:30]1[CH2:31][CH2:32][CH:33]([NH2:36])[CH2:34][CH2:35]1)=[O:37].[CH3:12][N:13]([CH3:14])[CH:15]=[O:16].[Cl:17][C:18]([C:19]([Cl:20])=[O:21])=[O:22].[Cl:1][c:2]1[c:3]([C:4](=[O:5])[OH:6])[cH:7][c:8]([F:11])[cH:9][n:10]1.[Cl:38][CH2:39][Cl:40]>>[Cl:1][c:2]1[c:3]([C:4](=[O:6])[NH:36][CH:33]2[CH2:32][CH2:31][CH:30]([NH:29][C:28]([O:27][C:23]([CH3:24])([CH3:25])[CH3:26])=[O:37])[CH2:35][CH2:34]2)[cH:7][c:8]([F:11])[cH:9][n:10]1. The reactants are CC(C)(C)OC(=O)NC1CCC(N)CC1, CN(C)C=O, O=C(Cl)C(=O)Cl, O=C(O)c1cc(F)cnc1Cl, ClCCl. Starting materials: C(C)(C)(C)OC(=O)N1CCC(CC1)(C(=O)O)C (1-(tert-butoxycarbonyl)-4-methylpiperidine-4-carboxylic acid), C1=CC2=C(N=C1)N(N=N2)O (HOAt), FC1=CC=C(OC=2C=C(N)C=CC2)C=C1 (3-(4-fluorophenoxy)aniline), C1CCC(CC1)N=C=NC2CCCCC2 (DCC). The solvent is CCOC(=O)C (EtOAc), CN(C)C=O (DMF). Run at temperature 80 celsius. Product: FC1=CC=C(OC=2C=C(C=CC2)NC(=O)C2(CCN(CC2)C(=O)OC(C)(C)C)C)C=C1 (tert-butyl 4-(3-(4-fluorophenoxy)phenylcarbamoyl)-4-methylpiperidine-1-carboxylate). RXN SMILES: [C:1]([O:5][C:6]([N:8]1[CH2:13][CH2:12][C:11]([CH3:17])([C:14]([OH:16])=O)[CH2:10][CH2:9]1)=[O:7])([CH3:4])([CH3:3])[CH3:2].[F:18][C:19]1[CH:32]=[CH:31][C:22]([O:23][C:24]2[CH:25]=[C:26]([CH:28]=[CH:29][CH:30]=2)[NH2:27])=[CH:21][CH:20]=1.C1CCC(N=C=NC2CCCCC2)CC1.C1C=NC2N(O)N=NC=2C=1>CCOC(C)=O.CN(C=O)C>[F:18][C:19]1[CH:32]=[CH:31][C:22]([O:23][C:24]2[CH:25]=[C:26]([NH:27][C:14]([C:11]3([CH3:17])[CH2:10][CH2:9][N:8]([C:6]([O:5][C:1]([CH3:2])([CH3:3])[CH3:4])=[O:7])[CH2:13][CH2:12]3)=[O:16])[CH:28]=[CH:29][CH:30]=2)=[CH:21][CH:20]=1. Procedure: 1-(tert-butoxycarbonyl)-4-methylpiperidine-4-carboxylic acid (243 mg, 1.0 mmol), 3-(4-fluorophenoxy)aniline (203 mg, 1.0 mmol), DCC (206 mg, 1.0 mmol), and HOAt (138 mg, 1.01 mmol) were combined in EtOAc (50 mL) and DMF (5 mL). The reaction mixture was heated at 80° C. for 20 hours. Most of the EtOAc was evaporated, resulting in precipitation of a solid, which was removed by filtration. The filtrate was diluted with EtOAc, washed with 1 N aq. HCl, water, and brine, dried, and concentrated under ... Starting materials: C(C)(=O)OC(CCOC1=CC(=C(C=C1)C1=C(C(=CC=C1)C=O)C)C)(C)C (3-[(3′-formyl-2,2′-dimethylbiphenyl-4-yl)oxy]-1,1-dimethylpropyl acetate), NC1=CC=C(CN2OC(NC2=O)=O)C=C1 (2-(4-aminobenzyl)-1,2,4-oxadiazolidine-3,5-dione), C(C)(=O)O[BH-](OC(C)=O)OC(C)=O.[Na+] (Sodium triacetoxyborohydride). Solvent: C(C)(=O)O (acetic acid). Run at time 20 hour. Product: OC(CCOC1=CC(=C(C=C1)C1=C(C(=CC=C1)CNC1=CC=C(CN2OC([N-]C2=O)=O)C=C1)C)C)(C)C.[Na+] (sodium 2-[4-({[4′-(3-hydroxy-3-methylbutoxy)-2,2′-dimethylbiphenyl-3-yl]methyl}amino)benzyl]-3,5-dioxo-1,2,4-oxadiazolidin-4-ide). The yield is 56.0%. RXN SMILES: C([O:4][C:5]([CH3:26])([CH3:25])[CH2:6][CH2:7][O:8][C:9]1[CH:14]=[CH:13][C:12]([C:15]2[CH:20]=[CH:19][CH:18]=[C:17]([CH:21]=O)[C:16]=2[CH3:23])=[C:11]([CH3:24])[CH:10]=1)(=O)C.[NH2:27][C:28]1[CH:41]=[CH:40][C:31]([CH2:32][N:33]2[C:37](=[O:38])[NH:36][C:35](=[O:39])[O:34]2)=[CH:30][CH:29]=1.C(O[BH-](OC(=O)C)OC(=O)C)(=O)C.[Na+:55]>C(O)(=O)C>[OH:4][C:5]([CH3:26])([CH3:25])[CH2:6][CH2:7][O:8][C:9]1[CH:14]=[CH:13][C:12]([C:15]2[CH:20]=[CH:19][CH:18]=[C:17]([CH2:21][NH:27][C:28]3[CH:41]=[CH:40][C:31]([CH2:32][N:33]4[C:37](=[O:38])[N-:36][C:35](=[O:39])[O:34]4)=[CH:30][CH:29]=3)[C:16]=2[CH3:23])=[C:11]([CH3:24])[CH:10]=1.[Na+:55] |f:2.3,5.6|. Procedure details: A mixture of 3-[(3′-formyl-2,2′-dimethylbiphenyl-4-yl)oxy]-1,1-dimethylpropyl acetate (479 mg), 2-(4-aminobenzyl)-1,2,4-oxadiazolidine-3,5-dione (340 mg) and acetic acid (6 ml) was stirred at room temperature for 20 hours. Sodium triacetoxyborohydride (573 mg) was added to the reaction solution, followed by stirring at room temperature for 2 hours. After evaporation of the solvent under a reduced pressure, water was added to the residue, followed by extraction with chloroform. The organic layer ... Run in C(Cl)Cl (methylene chloride), N1=CC=CC=C1 (pyridine), O (water). Reactants: N1C(=CC=C1)C(=O)Cl (pyrrole-2-carboxylic acid chloride), NC1=CC(OC2=C1C=CC(=C2C)O)=O (4-amino-7-hydroxy-8-methyl-benzopyran-2-one). The product is NC1=CC(OC2=C1C=CC(=C2C)OC(=O)C=2NC=CC2)=O (4-Amino-7-(Pyrrol-2-carbonyloxy)-8-Methyl-Benzopyran-2-one). Reaction SMILES: [NH:1]1[CH:5]=[CH:4][CH:3]=[C:2]1[C:6](Cl)=[O:7].[NH2:9][C:10]1[C:15]2[CH:16]=[CH:17][C:18]([OH:21])=[C:19]([CH3:20])[C:14]=2[O:13][C:12](=[O:22])[CH:11]=1>C(Cl)Cl.N1C=CC=CC=1.O>[NH2:9][C:10]1[C:15]2[CH:16]=[CH:17][C:18]([O:21][C:6]([C:2]3[NH:1][CH:5]=[CH:4][CH:3]=3)=[O:7])=[C:19]([CH3:20])[C:14]=2[O:13][C:12](=[O:22])[CH:11]=1. Procedure details: A solution of pyrrole-2-carboxylic acid chloride (0.065 gm) in methylene chloride (0.5 ml) was added to a suspension of 4-amino-7-hydroxy-8-methyl-benzopyran-2-one (0.095 gm) in pyridine (2 ml). The suspension was heated at 70 for 10 mins. to obtain a homogeneous solution. The reaction mixture was then diluted with water, filtered and the solid was crystallized form dimethylformamide/water to afford the title compound. MS: m/e 284 (M+). The reactants are CCN=C=NCCCN(C)C, CC#N, Cl, O=C(O)c1ccc(F)c2ccccc12, NC(Cc1ccc(C(F)(F)F)cc1)C(O)c1cccc(Cl)n1, O, On1nnc2ccccc21. The product is O=C(NC(Cc1ccc(C(F)(F)F)cc1)C(O)c1cccc(Cl)n1)c1ccc(F)c2ccccc12. RXN SMILES: [CH2:38]([N:39]=[C:40]=[N:41][CH2:42][CH2:43][CH2:44][N:45]([CH3:46])[CH3:47])[CH3:48].[CH3:59][C:60]#[N:61].[ClH:37].[F:23][c:24]1[cH:25][cH:26][c:27]([C:34](=[O:35])[OH:36])[c:28]2[cH:29][cH:30][cH:31][cH:32][c:33]12.[NH2:1][CH:2]([CH:3]([OH:4])[c:5]1[n:6][c:7]([Cl:11])[cH:8][cH:9][cH:10]1)[CH2:12][c:13]1[cH:14][cH:15][c:16]([C:19]([F:20])([F:21])[F:22])[cH:17][cH:18]1.[OH2:62].[OH:49][n:50]1[c:51]2[cH:52][cH:53][cH:54][cH:55][c:56]2[n:57][n:58]1>>[NH:1]([CH:2]([CH:3]([OH:4])[c:5]1[n:6][c:7]([Cl:11])[cH:8][cH:9][cH:10]1)[CH2:12][c:13]1[cH:14][cH:15][c:16]([C:19]([F:20])([F:21])[F:22])[cH:17][cH:18]1)[C:34]([c:27]1[cH:26][cH:25][c:24]([F:23])[c:33]2[c:28]1[cH:29][cH:30][cH:31][cH:32]2)=[O:35].